This data is from the Open Reaction Database (ORD), a public repository of structured organic reaction records. The task is: describe an organic reaction: reactants, conditions, products, and yield Reactants: N#CCBr, CCCCc1oc2ccccc2c1C(=O)NCc1ccc2c(-c3ccc(C(C)(C)C)cc3)c(O)ccc2c1, O=C([O-])[O-], CCOC(C)=O, [K+], [K+], CN(C)C=O. Yields the product CCCCc1oc2ccccc2c1C(=O)NCc1ccc2c(-c3ccc(C(C)(C)C)cc3)c(OCC#N)ccc2c1. RXN SMILES: [Br:39][CH2:40][C:41]#[N:42].[C:1]([CH3:2])([CH3:3])([CH3:4])[c:5]1[cH:6][cH:7][c:8](-[c:11]2[c:12]3[cH:13][cH:14][c:15]([CH2:22][NH:23][C:24](=[O:25])[c:26]4[c:27]([CH2:35][CH2:36][CH2:37][CH3:38])[o:28][c:29]5[c:30]4[cH:31][cH:32][cH:33][cH:34]5)[cH:16][c:17]3[cH:18][cH:19][c:20]2[OH:21])[cH:9][cH:10]1.[C:43](=[O:44])([O-:45])[O-:46].[CH3:54][CH2:55][O:56][C:57](=[O:58])[CH3:59].[K+:47].[K+:48].[O:49]=[CH:50][N:51]([CH3:52])[CH3:53]>>[C:1]([CH3:2])([CH3:3])([CH3:4])[c:5]1[cH:6][cH:7][c:8](-[c:11]2[c:12]3[cH:13][cH:14][c:15]([CH2:22][NH:23][C:24](=[O:25])[c:26]4[c:27]([CH2:35][CH2:36][CH2:37][CH3:38])[o:28][c:29]5[c:30]4[cH:31][cH:32][cH:33][cH:34]5)[cH:16][c:17]3[cH:18][cH:19][c:20]2[O:21][CH2:40][C:41]#[N:42])[cH:9][cH:10]1.